Dataset: the Open Reaction Database (ORD), a public repository of structured organic reaction records. Task: describe an organic reaction: reactants, conditions, products, and yield The reactants are O=C([O-])[O-], CC#N, [Cs+], [Cs+], CC(C)CI, Oc1ccccc1O. Product: CC(C)COc1ccccc1O. Reaction SMILES: [C:9](=[O:10])([O-:11])[O-:12].[CH3:20][C:21]#[N:22].[Cs+:13].[Cs+:14].[I:15][CH2:16][CH:17]([CH3:18])[CH3:19].[OH:1][c:2]1[cH:3][cH:4][cH:5][cH:6][c:7]1[OH:8]>>[O:1]([c:2]1[cH:3][cH:4][cH:5][cH:6][c:7]1[OH:8])[CH2:16][CH:17]([CH3:18])[CH3:19]. The reactants are [Si](C)(C)(C(C)(C)C)OC1/C(/CN(CC1)C(C1=CC=CC=C1)(C1=CC=CC=C1)C1=CC=CC=C1)=C/C=O ((E)-4-(t-butyldimethylsilyloxy)-3-(formylmethylidene)-1-(triphenylmethyl)piperidine), C1(=CC=C(C=C1)S(=O)(=O)C[N+]#[C-])C (p-toluenesulfonylmethyl isocyanide), C([O-])([O-])=O.[K+].[K+] (potassium carbonate), O (water). Solvent: CO (methanol). The product is [Si](C)(C)(C(C)(C)C)OC1/C(/CN(CC1)C(C1=CC=CC=C1)(C1=CC=CC=C1)C1=CC=CC=C1)=C/C1=CN=CO1 ((E)-4-(t-Butyldimethylsilyloxy)-3-[(1,3-oxazol-5-yl)methylidene]-1-(triphenylmethyl)piperidine). Isolated yield 33.1%. As a reaction SMILES: [Si:1]([O:8][CH:9]1[CH2:14][CH2:13][N:12]([C:15]([C:28]2[CH:33]=[CH:32][CH:31]=[CH:30][CH:29]=2)([C:22]2[CH:27]=[CH:26][CH:25]=[CH:24][CH:23]=2)[C:16]2[CH:21]=[CH:20][CH:19]=[CH:18][CH:17]=2)[CH2:11]/[C:10]/1=[CH:34]\[CH:35]=[O:36])([C:4]([CH3:7])([CH3:6])[CH3:5])([CH3:3])[CH3:2].C1(C)C=CC(S([CH2:46][N+:47]#[C-:48])(=O)=O)=CC=1.C(=O)([O-])[O-].[K+].[K+].O>CO>[Si:1]([O:8][CH:9]1[CH2:14][CH2:13][N:12]([C:15]([C:22]2[CH:23]=[CH:24][CH:25]=[CH:26][CH:27]=2)([C:28]2[CH:29]=[CH:30][CH:31]=[CH:32][CH:33]=2)[C:16]2[CH:17]=[CH:18][CH:19]=[CH:20][CH:21]=2)[CH2:11]/[C:10]/1=[CH:34]\[C:35]1[O:36][CH:48]=[N:47][CH:46]=1)([C:4]([CH3:7])([CH3:6])[CH3:5])([CH3:3])[CH3:2] |f:2.3.4|. Procedure: To a solution of (E)-4-(t-butyldimethylsilyloxy)-3-(formylmethylidene)-1-(triphenylmethyl)piperidine (112 mg) in methanol (2.5 ml) were added successively p-toluenesulfonylmethyl isocyanide (45 mg) and potassium carbonate (32 mg), and the resulting mixture was refluxed for 3.5 hours. After refluxing, water was added to the reaction mixture, and the resulting mixture was extracted with ethyl acetate. The extract was washed with saturated aqueous sodium chloride solution, and the organic layer was... Reactants: CC1(CC(NC2=CC=C(C=C12)C#CC1=CC=C(C(=O)O)C=C1)OC(C)C)C (4-[4,4-dimethyl-2-isopropoxy-1,2,3,4-tetrahydro-6-quinolinyl]ethynyl benzoic acid), CC1(CC(NC2=CC=C(C=C12)C#CC1=CC=C(C(=O)O)C=C1)OC(C)C)C (4-[4,4-dimethyl-2-isopropoxy-1,2,3,4-tetrahydro-6-quinolinyl]ethynyl benzoic acid), CC1(CC(N(C2=CC=C(C=C12)C#CC1=CC=C(C(=O)OCC)C=C1)CC1=CC=CC=C1)=O)C (ethyl 4-[(4,4-dimethyl-2-oxo-1,2,3,4-tetrahydro-1-benzyl-6-quinolinyl)ethynyl]benzoate), CC1(CC(N(C2=CC=C(C=C12)C#CC1=CC=C(C(=O)OCC)C=C1)CC1=CC=CC=C1)=O)C (ethyl 4-[(4,4-dimethyl-2-oxo-1,2,3,4-tetrahydro-1-benzyl-6-quinolinyl)ethynyl]benzoate), [Li+].[OH-] (LiOH). The solvent is C1CCOC1 (THF), CCO (EtOH). Product: CC1(CC(N(C2=CC=C(C=C12)C#CC1=CC=C(C(=O)O)C=C1)CC1=CC=CC=C1)=O)C (4-[(4,4-Dimethyl-2-oxo-1,2,3,4-tetrahydro-1-benzyl-6-quinolinyl)ethynyl]benzoic acid). The yield is 139.1%. As a reaction SMILES: [CH3:1][C:2]1([CH3:33])[C:11]2[C:6](=[CH:7][CH:8]=[C:9]([C:12]#[C:13][C:14]3[CH:24]=[CH:23][C:17]([C:18]([O:20]CC)=[O:19])=[CH:16][CH:15]=3)[CH:10]=2)[N:5]([CH2:25][C:26]2[CH:31]=[CH:30][CH:29]=[CH:28][CH:27]=2)[C:4](=[O:32])[CH2:3]1.[Li+].[OH-].CC1(C)C2C(=CC=C(C#CC3C=CC(C(O)=O)=CC=3)C=2)NC(OC(C)C)C1>C1COCC1.CCO>[CH3:1][C:2]1([CH3:33])[C:11]2[C:6](=[CH:7][CH:8]=[C:9]([C:12]#[C:13][C:14]3[CH:15]=[CH:16][C:17]([C:18]([OH:20])=[O:19])=[CH:23][CH:24]=3)[CH:10]=2)[N:5]([CH2:25][C:26]2[CH:27]=[CH:28][CH:29]=[CH:30][CH:31]=2)[C:4](=[O:32])[CH2:3]1 |f:1.2|. Reported procedure: 95.6 mg (0.23 mmol) of ethyl 4-[(4,4-dimethyl-2-oxo-1,2,3,4-tetrahydro-1-benzyl-6-quinolinyl)ethynyl]benzoate (Compound 37) in 2 ml of THF, 2 ml of EtOH, and 1 ml of 1N LiOH were reacted substantially in accordance with the procedure used for the preparation of 4-[4,4-dimethyl-2-isopropoxy-1,2,3,4-tetrahydro-6-quinolinyl]ethynyl benzoic acid (Compound 11) to give the title compound as a white solid (131 mg). The reactants are C1(CCC1)COC1=C(C2=C(OCO2)C=C1)C=1C2=C(N=CN1)C(=CN2)C(=O)O (4-(5-cyclobutylmethoxy-benzo[1,3]dioxol-4-yl)-5H-pyrrolo[3,2-d]pyrimidine-7-carboxylic acid), C(C)(C)(C)OC(N[C@@H]1CC[C@H](CC1)C(NC1CC1)=O)=O (trans-(4-cyclopropylcarbamoyl-cyclohexyl)-carbamic acid tert-butyl ester). The product is C1(CC1)NC(=O)[C@@H]1CC[C@H](CC1)NC(=O)C1=CNC2=C1N=CN=C2C2=C(C=CC=1OCOC12)OCC1CCC1 (trans-4-(5-Cyclobutylmethoxy-benzo[1,3]dioxol-4-yl)-5H-pyrrolo[3,2-d]pyrimidine-7-carboxylic acid (4-cyclopropylcarbamoyl-cyclohexyl)-amide). RXN SMILES: [CH:1]1([CH2:5][O:6][C:7]2[CH:15]=[CH:14][C:10]3[O:11][CH2:12][O:13][C:9]=3[C:8]=2[C:16]2[C:17]3[NH:24][CH:23]=[C:22]([C:25](O)=[O:26])[C:18]=3[N:19]=[CH:20][N:21]=2)[CH2:4][CH2:3][CH2:2]1.C(OC(=O)[NH:34][C@H:35]1[CH2:40][CH2:39][C@H:38]([C:41](=[O:46])[NH:42][CH:43]2[CH2:45][CH2:44]2)[CH2:37][CH2:36]1)(C)(C)C>>[CH:43]1([NH:42][C:41]([C@H:38]2[CH2:39][CH2:40][C@H:35]([NH:34][C:25]([C:22]3[C:18]4[N:19]=[CH:20][N:21]=[C:16]([C:8]5[C:9]6[O:13][CH2:12][O:11][C:10]=6[CH:14]=[CH:15][C:7]=5[O:6][CH2:5][CH:1]5[CH2:2][CH2:3][CH2:4]5)[C:17]=4[NH:24][CH:23]=3)=[O:26])[CH2:36][CH2:37]2)=[O:46])[CH2:45][CH2:44]1. Procedure: Starting from 4-(5-cyclobutylmethoxy-benzo[1,3]dioxol-4-yl)-5H-pyrrolo[3,2-d]pyrimidine-7-carboxylic acid (example A68) and trans-(4-cyclopropylcarbamoyl-cyclohexyl)-carbamic acid tert-butyl ester (A195) the title compound is obtained as colorless solid. Reactants: O=C(N=C=S)c1ccccc1, COc1ccnc(-c2cccc(N)c2)c1, CC(C)=O, CC(C)OC(C)C. Yields the product COc1ccnc(-c2cccc(NC(=S)NC(=O)c3ccccc3)c2)c1. RXN SMILES: [C:16]([c:17]1[cH:18][cH:19][cH:20][cH:21][cH:22]1)(=[O:23])[N:24]=[C:25]=[S:26].[CH3:1][O:2][c:3]1[cH:4][c:5](-[c:9]2[cH:10][c:11]([NH2:12])[cH:13][cH:14][cH:15]2)[n:6][cH:7][cH:8]1.[CH3:34][C:35](=[O:36])[CH3:37].[CH:27]([O:28][CH:29]([CH3:30])[CH3:31])([CH3:32])[CH3:33]>>[CH3:1][O:2][c:3]1[cH:4][c:5](-[c:9]2[cH:10][c:11]([NH:12][C:25]([NH:24][C:16]([c:17]3[cH:18][cH:19][cH:20][cH:21][cH:22]3)=[O:23])=[S:26])[cH:13][cH:14][cH:15]2)[n:6][cH:7][cH:8]1.